From a dataset of the Open Reaction Database (ORD), a public repository of structured organic reaction records. describe an organic reaction: reactants, conditions, products, and yield The reactants are CO (methanol), ethyl and methyl esters, O(C1=CC=CC=C1)C1=NC=C(C=N1)C(C)=O (1-(2-phenoxypyrimidin-5-yl)ethanone), C(C(=O)OCC)(=O)OCC (diethyl oxalate), C[O-].[Na+] (Sodium methoxide). Solvent: C(C)OCC (diethyl ether). The product is O=C(C(=O)OCC)CC(C=1C=NC(=NC1)OC1=CC=CC=C1)=O (ethyl 2,4-dioxo-4-(2-phenoxypyrimidin-5-yl)butanoate). As a reaction SMILES: [O:1]([C:8]1[N:13]=[CH:12][C:11]([C:14](=[O:16])[CH3:15])=[CH:10][N:9]=1)[C:2]1[CH:7]=[CH:6][CH:5]=[CH:4][CH:3]=1.[C:17](OCC)(=[O:23])[C:18]([O:20][CH2:21][CH3:22])=[O:19].C[O-].[Na+].CO>C(OCC)C>[O:23]=[C:17]([CH2:15][C:14](=[O:16])[C:11]1[CH:12]=[N:13][C:8]([O:1][C:2]2[CH:3]=[CH:4][CH:5]=[CH:6][CH:7]=2)=[N:9][CH:10]=1)[C:18]([O:20][CH2:21][CH3:22])=[O:19] |f:2.3|. Procedure: A mixture consisting of 1-(2-phenoxypyrimidin-5-yl)ethanone (Example 38, Step B, 214 mg, 1.00 mmol) and diethyl oxalate (0.14 mL, 150 mg, 1.0 mmol) in diethyl ether (10 mL) under a nitrogen atmosphere at room temperature was stirred for ten minutes. Sodium methoxide (65 mg, 1.2 mmol) was subsequently added followed by methanol (1.0 mL). The solution was stirred overnight at room temperature. The off-white precipitate which had formed was collected by filtration and washed with diethyl ether. The... Reactants: B([O-])([O-])[O-] (borate), C(CN(CC(=O)O)CC(=O)O)N(CC(=O)O)CC(=O)O (EDTA), Cl.COC([C@@H](N)C)=O (L-alanine methyl ester hydrochloride), N[C@@H](CCC(N)=O)C(=O)O (L-glutamine), N[C@@H](CC(N)=O)C(=O)O (L-asparagine). The product is N[C@@H](C)C(=O)N[C@@H](CCC(N)=O)C(=O)O (L-alanyl-L-glutamine), COC([C@@H](N)C)=O (L-alanine methyl ester), N[C@@H](CCC(N)=O)C(=O)O (L-glutamine), N[C@@H](C)C(=O)N (L-alanine amide). As a reaction SMILES: B([O-])([O-])[O-].C(N(CC(O)=O)CC(O)=O)C[N:7](CC(O)=O)CC(O)=O.Cl.[CH3:26][O:27][C:28](=[O:32])[C@H:29]([CH3:31])[NH2:30].[NH2:33][C@H:34]([C:40]([OH:42])=[O:41])[CH2:35][CH2:36][C:37](=[O:39])[NH2:38].N[C@H:44](C(O)=O)[CH2:45][C:46](=[O:48])[NH2:47]>>[NH2:30][C@H:29]([C:28]([NH:33][C@H:34]([C:40]([OH:42])=[O:41])[CH2:35][CH2:36][C:37](=[O:39])[NH2:38])=[O:27])[CH3:31].[CH3:26][O:27][C:28](=[O:32])[C@H:29]([CH3:31])[NH2:30].[NH2:33][C@H:34]([C:40]([OH:42])=[O:41])[CH2:35][CH2:36][C:37](=[O:39])[NH2:38].[NH2:7][C@H:45]([C:46]([NH2:47])=[O:48])[CH3:44] |f:2.3|. Procedure details: This purified enzyme was then added to borate buffer (pH 9.0) containing EDTA, L-alanine methyl ester hydrochloride and L-glutamine (or L-asparagine), mixed to the total volume of 1 mL (for the final concentrations, the amount of enzyme added was 2 units as alanine amide decomposition activity, EDTA was at 10 mM, L-alanine methyl ester hydrochloride was at 100 mM and L-glutamine (or L-asparagine) was at 200 mM borate buffer at 100 mM), and allowed to react for 4 hours at 30° C. (Note that the nu... The reactants are [Si](C)(C)(C)C=[N+]=[N-] (TMS-diazomethane), ClC1CC(C1)C(=O)O (3-chlorocyclobutanecarboxylic acid). Solvent: CO (methanol), ClCCl (dichloromethane). The product is ClC1CC(C1)C(=O)OC (methyl 3-chlorocyclobutanecarboxylate). RXN SMILES: [Si](C=[N+]=[N-])(C)(C)[CH3:2].[Cl:8][CH:9]1[CH2:12][CH:11]([C:13]([OH:15])=[O:14])[CH2:10]1>CO.ClCCl>[Cl:8][CH:9]1[CH2:12][CH:11]([C:13]([O:15][CH3:2])=[O:14])[CH2:10]1. Procedure details: TMS-diazomethane (2.0 M in diethyl ether, 2.2 ml, 4.4 mmol) was added dropwise to a solution of 3-chlorocyclobutanecarboxylic acid (540 mg, 4.0 mmol) in methanol (5.0 mL) and dichloromethane (5.0 mL) at 0° C. The reaction mixture was concentrated under reduced pressure to afford methyl 3-chlorocyclobutanecarboxylate. The material was used in the subsequent reaction without purification. Run in C(C)#N (acetonitrile). The product is [Cl-].O=C1C=2N=CN(C2N=CN1)CCC(=O)NNC(C[N+]1=CC=CC=C1)=O (1-[2-[[3-(1,6-dihydro-6-oxo-9H-purin-9-yl)-1-oxopropyl]hydrazino]2-oxoethyl]pyridinium chloride). Reactants: O=C1C=2N=CN(C2N=CN1)CCC(=O)OC1=CC=C(C=C1)[N+](=O)[O-] (3-(1,6-dihydro-6-oxo-9H-purin-9-yl)propanoic acid, 4-nitrophenyl ester), C1=CC=[N+](C=C1)CC(=O)NN.[Cl-] (Girard's reagent P), CS(=O)C (dimethylsulfoxide). Procedure details: 0.300 g (0.9111 mmol) of 3-(1,6-dihydro-6-oxo-9H-purin-9-yl)propanoic acid, 4-nitrophenyl ester (AIT-0081) and 0.172 g (0.9166 mmol) of Girard's reagent P were placed into a 10 ml round bottom flask with 2 ml dimethylsulfoxide and a magnetic stirring bar. The solution was heated to 70° C. with stirring. As the solution began to warm up, the solids began to dissolve and the solution became progressively green in color. After about 30 minutes, the solution was completely homogeneous. The solution ... As a reaction SMILES: [O:1]=[C:2]1[NH:10][CH:9]=[N:8][C:7]2[N:6]([CH2:11][CH2:12][C:13]([O:15]C3C=CC([N+]([O-])=O)=CC=3)=O)[CH:5]=[N:4][C:3]1=2.[CH:25]1[CH:30]=[CH:29][N+:28]([CH2:31][C:32]([NH:34][NH2:35])=[O:33])=[CH:27][CH:26]=1.[Cl-:36].CS(C)=O>C(#N)C>[Cl-:36].[O:1]=[C:2]1[NH:10][CH:9]=[N:8][C:7]2[N:6]([CH2:11][CH2:12][C:13]([NH:35][NH:34][C:32](=[O:33])[CH2:31][N+:28]3[CH:27]=[CH:26][CH:25]=[CH:30][CH:29]=3)=[O:15])[CH:5]=[N:4][C:3]1=2 |f:1.2,5.6|. Reaction conditions: temperature 70 celsius, time 30 minute.